From a dataset of the Open Reaction Database (ORD), a public repository of structured organic reaction records. describe an organic reaction: reactants, conditions, products, and yield Reactants: ClC1=CC(=C2N=C(C(=NC2=C1)OC)OC)C#CCO (3-(7-chloro-2,3-dimethoxy-quinoxalin-5-yl)-prop-2-yn-1-ol), [H][H] (hydrogen). Procedure: 2.05 g (7.36 mmol) of 3-(7-chloro-2,3-dimethoxy-quinoxalin-5-yl)-prop-2-yn-1-ol are hydrogenated at normal pressure in 20 ml of tetrahydrofuran with approximately 0.4 g of Raney nickel until twice the molar amount of hydrogen has been absorbed. The hydrogenated mixture is filtered with suction over a glass fiber filter and the filtrate is concentrated. 2.04 g (98%) of 3-(7-chloro-2,3-dimethoxy-quinoxalin-5-yl)-propan-1-ol are obtained in the form of beige crystals having a melting point of 104-1... Reaction SMILES: [Cl:1][C:2]1[CH:11]=[C:10]2[C:5]([N:6]=[C:7]([O:14][CH3:15])[C:8]([O:12][CH3:13])=[N:9]2)=[C:4]([C:16]#[C:17][CH2:18][OH:19])[CH:3]=1.[H][H]>O1CCCC1.[Ni]>[Cl:1][C:2]1[CH:11]=[C:10]2[C:5]([N:6]=[C:7]([O:14][CH3:15])[C:8]([O:12][CH3:13])=[N:9]2)=[C:4]([CH2:16][CH2:17][CH2:18][OH:19])[CH:3]=1. The product is ClC1=CC(=C2N=C(C(=NC2=C1)OC)OC)CCCO (3-(7-chloro-2,3-dimethoxy-quinoxalin-5-yl)-propan-1-ol). Run in O1CCCC1 (tetrahydrofuran). The reagents and catalysts are [Ni] (Raney nickel). Isolated yield 98.0%. Starting materials: ClCCl, N#CCc1ccc(Cl)c(CO)c1. As a reaction SMILES: [Cl:13][CH2:14][Cl:15].[Cl:1][c:2]1[c:3]([CH2:11][OH:12])[cH:4][c:5]([CH2:8][C:9]#[N:10])[cH:6][cH:7]1>>[Cl:1][c:2]1[c:3]([CH:11]=[O:12])[cH:4][c:5]([CH2:8][C:9]#[N:10])[cH:6][cH:7]1. Product: N#CCc1ccc(Cl)c(C=O)c1. The reactants are C([O-])(O)=O.[Na+] (sodium bicarbonate), C(C)(C)(C)OC(=O)N1CCN(CC1)C1=NC(=C2N(C=NC2=N1)CC(=O)OC(C)(C)C)N (4-(6-amino-7-tert-butoxycarbonylmethyl-7H-purin-2-yl)piperazine-1-carboxylic acid tert-butyl ester), C(F)(F)(F)C(=O)O (CF3CO2H), C([O-])([O-])=O.[K+].[K+] (potassium carbonate), C1CCOC1 (THF). The solvent is C(Cl)Cl (CH2Cl2). Reaction conditions: time 8 hour. Yields the product C1=CC=CC=2C3=CC=CC=C3C(C12)COC(=O)N1CCN(CC1)C1=NC(=C2N(C=NC2=N1)CC(=O)O)N (4-(6-amino-7-carboxymethyl-7H-purin-2-yl)-piperazine-1-carboxylic acid 9H-fluoren-9-ylmethyl ester). Reaction SMILES: C([O:5][C:6]([N:8]1[CH2:13][CH2:12][N:11]([C:14]2[N:22]=[C:21]3[C:17]([N:18]([CH2:23][C:24]([O:26]C(C)(C)C)=[O:25])[CH:19]=[N:20]3)=[C:16]([NH2:31])[N:15]=2)[CH2:10][CH2:9]1)=[O:7])(C)(C)C.[C:32]([C:36](O)=O)(F)(F)F.C(=O)([O-])[O-].[K+].[K+].C(=O)(O)[O-].[Na+].[CH2:50]1[CH2:54]O[CH2:52][CH2:51]1>C(Cl)Cl>[CH:50]1[C:54]2[CH:36]([CH2:32][O:5][C:6]([N:8]3[CH2:9][CH2:10][N:11]([C:14]4[N:22]=[C:21]5[C:17]([N:18]([CH2:23][C:24]([OH:26])=[O:25])[CH:19]=[N:20]5)=[C:16]([NH2:31])[N:15]=4)[CH2:12][CH2:13]3)=[O:7])[C:52]3[C:51](=[CH:52][CH:54]=[CH:50][CH:51]=3)[C:50]=2[CH:54]=[CH:52][CH:51]=1 |f:2.3.4,5.6|. Reported procedure: To a stirred mixture of crude 4 (7 g) in CH2Cl2 (200 ml) was gradually added CF3CO2H (200 ml). The mixture was stirred overnight. Then potassium carbonate was added to adjust the pH to 7.5. Saturated aqueous sodium bicarbonate solution was then added to keep the pH 8-9. After the adjustment of the pH, Fmoc-OSuc (10 g) in THF was added to the mixture and it was stirred for further 5 hours. THF was evaporated and the mixture was washed with ethyl acetate (150 ml×2). The water layer was tuned the p... Reactants: C(#N)C1=CC(=CS1)CN1C([C@H](CC1)NS(=O)(=O)C1=C(C2=C(S1)C=CC(=C2)Cl)C)=O (5-chloro-3-methylbenzo[b]thiophene-2-sulfonic acid [1-(5-cyanothiophen-3-ylmethyl)-2-oxopyrrolidin-3-(S)-yl]amide), C(#N)C1=CC(=CS1)CN1C([C@H](CC1)NS(=O)(=O)C1=CC2=CC(=CC=C2C=C1)OC)=O (7-methoxynaphthalene-2-sulfonic acid [1-(5-cyanothiophen-3-ylmethyl)-2-oxopyrrolidin-3-(S)-yl]amide), C(C1=CC=CC=C1)Br (benzyl bromide). The product is C(#N)C1=CC(=CS1)CN1C([C@H](CC1)N(S(=O)(=O)C1=C(C2=C(S1)C=CC(=C2)Cl)C)CC2=CC=CC=C2)=O (5-Chloro-3-methylbenzo[b]thiophene-2-sulfonic acid [1-(5-cyanothiophen-3-ylmethyl)-2-oxopyrrolidin-3-(S)-yl]-benzylamide). RXN SMILES: [C:1]([C:3]1[S:7][CH:6]=[C:5]([CH2:8][N:9]2[CH2:13][CH2:12][C@H:11]([NH:14][S:15]([C:18]3[S:22][C:21]4[CH:23]=[CH:24][C:25]([Cl:27])=[CH:26][C:20]=4[C:19]=3[CH3:28])(=[O:17])=[O:16])[C:10]2=[O:29])[CH:4]=1)#[N:2].C(C1SC=C(CN2CC[C@H](NS([C:47]3[CH:56]=[CH:55][C:54]4[C:49](=[CH:50]C(OC)=CC=4)[CH:48]=3)(=O)=O)C2=O)C=1)#N.C(Br)C1C=CC=CC=1>>[C:1]([C:3]1[S:7][CH:6]=[C:5]([CH2:8][N:9]2[CH2:13][CH2:12][C@H:11]([N:14]([CH2:50][C:49]3[CH:54]=[CH:55][CH:56]=[CH:47][CH:48]=3)[S:15]([C:18]3[S:22][C:21]4[CH:23]=[CH:24][C:25]([Cl:27])=[CH:26][C:20]=4[C:19]=3[CH3:28])(=[O:17])=[O:16])[C:10]2=[O:29])[CH:4]=1)#[N:2]. Procedure: The title compound is prepared as in EXAMPLE 126, Part A using 5-chloro-3-methylbenzo[b]thiophene-2-sulfonic acid [1-(5-cyanothiophen-3-ylmethyl)-2-oxopyrrolidin-3-(S)-yl]amide, prepared as in EXAMPLE 129, Part A, in place of 7-methoxynaphthalene-2-sulfonic acid [1-(5-cyanothiophen-3-ylmethyl)-2-oxopyrrolidin-3-(S)-yl]amide and benzyl bromide in place of MeI. The crude product is purified by column chromatography eluting with gradient of 40% EtOAc/hexanes to 50% EtOAc/hexanes to afford the title...